This data is from the Open Reaction Database (ORD), a public repository of structured organic reaction records. The task is: describe an organic reaction: reactants, conditions, products, and yield Starting materials: [H-].[Al+3].[Li+].[H-].[H-].[H-] (lithium aluminum hydride), IC=1C=C2C(=NNC2=CC1)C(=O)N(C)OC (5-iodo-N-methoxy-N-methyl-1H-indazole-3-carboxamide). The solvent is C1CCOC1 (THF). Conditions: time 30 minute. Yields the product IC=1C=C2C(=NNC2=CC1)C=O (5-iodo-1H-indazole-3-carboxaldehyde). Yield: 58.4%. As a reaction SMILES: [I:1][C:2]1[CH:3]=[C:4]2[C:8](=[CH:9][CH:10]=1)[NH:7][N:6]=[C:5]2[C:11](N(OC)C)=[O:12].[H-].[Al+3].[Li+].[H-].[H-].[H-]>C1COCC1>[I:1][C:2]1[CH:3]=[C:4]2[C:8](=[CH:9][CH:10]=1)[NH:7][N:6]=[C:5]2[CH:11]=[O:12] |f:1.2.3.4.5.6|. Procedure: To a solution of 5-iodo-N-methoxy-N-methyl-1H-indazole-3-carboxamide (500 mg, 1.51 mmol), from Synthetic Preparation 6, in THF (10 mL) at 0° C. was added lithium aluminum hydride (61 mg, 1.66 mmol). After 30 min, the reaction was quenched by the slow addition of EtOAc followed by 0.4N NaHSO4, and extracted. The organic layer was washed with brine, dried, and concentrated. The crude product was purified by flash chromatography to give 5-iodo-1H-indazole-3-carboxaldehyde (240 mg, 58.2%).